This data is from the Open Reaction Database (ORD), a public repository of structured organic reaction records. The task is: describe an organic reaction: reactants, conditions, products, and yield Starting materials: FC=1C=C(CN2N=CC3=CC(=CC=C23)NC2=NC=NC3=CC=CC(=C23)CN2C[C@H]([C@@H](CC2)N=[N+]=[N-])O)C=CC1 ((3R,4R)-1-((4-(1-(3-fluorobenzyl)-1H-indazol-5-ylamino)quinazolin-5-yl)methyl)-4-azidopiperidin-3-ol), C1=CC=C(C=C1)P(C2=CC=CC=C2)C3=CC=CC=C3 (PPh3). Solvent: C1CCOC1.O (THF H2O). Conditions: temperature 70 celsius. Product: FC=1C=C(CN2N=CC3=CC(=CC=C23)NC2=NC=NC3=CC=CC(=C23)CN2C[C@H]([C@@H](CC2)N)O)C=CC1 ((3R,4R)-1-((4-(1-(3-fluorobenzyl)-1H-indazole-5-ylamino)quinazolin-5-yl)methyl)-4-aminopiperidin-3-ol). The yield is 113.9%. As a reaction SMILES: [F:1][C:2]1[CH:3]=[C:4]([CH:37]=[CH:38][CH:39]=1)[CH2:5][N:6]1[C:14]2[C:9](=[CH:10][C:11]([NH:15][C:16]3[C:25]4[C:20](=[CH:21][CH:22]=[CH:23][C:24]=4[CH2:26][N:27]4[CH2:32][CH2:31][C@@H:30]([N:33]=[N+]=[N-])[C@H:29]([OH:36])[CH2:28]4)[N:19]=[CH:18][N:17]=3)=[CH:12][CH:13]=2)[CH:8]=[N:7]1.C1C=CC(P(C2C=CC=CC=2)C2C=CC=CC=2)=CC=1>C1COCC1.O>[F:1][C:2]1[CH:3]=[C:4]([CH:37]=[CH:38][CH:39]=1)[CH2:5][N:6]1[C:14]2[C:9](=[CH:10][C:11]([NH:15][C:16]3[C:25]4[C:20](=[CH:21][CH:22]=[CH:23][C:24]=4[CH2:26][N:27]4[CH2:32][CH2:31][C@@H:30]([NH2:33])[C@H:29]([OH:36])[CH2:28]4)[N:19]=[CH:18][N:17]=3)=[CH:12][CH:13]=2)[CH:8]=[N:7]1 |f:2.3|. Procedure details: 19A (78.0 mg, 0.15 mmol) was dissolved in a mixture of THF/H2O (1.2 ml/0.2 ml) and PPh3 (60.0 mg, 0.23 mmol) was added. The mixture was heated at 70° C. for 2 h. After cooled to rt, the reaction mixture was concentrated in vacuo and purified by prep HPLC to give 19B (85.0 mg, 93%) as a TFA salt. It has an analytical HPLC retention time=1.84 min (Chromolith SpeedROD column 4.6×50 mm, 10-90% aqueous methanol containing 0.1% TFA over 4 minutes, 4 mL/min, monitoring at 254 nm) and a LC/MS M++H=498+. Starting materials: C(C1=CC=CC=C1)(=O)Cl (benzoyl chloride), [H-].[Na+] (sodium hydride), C(=O)C1=CNC=C1 (3-formyl-pyrrole). Run in O1CCCC1 (tetrahydrofuran), O1CCCC1 (tetrahydrofuran), O (water). Reaction conditions: time 15 minute. Product: C(C1=CC=CC=C1)(=O)N1C=C(C=C1)C=O (1-benzoyl-3-formyl-pyrrole). As a reaction SMILES: [CH:1]([C:3]1[CH:7]=[CH:6][NH:5][CH:4]=1)=[O:2].[H-].[Na+].[C:10](Cl)(=[O:17])[C:11]1[CH:16]=[CH:15][CH:14]=[CH:13][CH:12]=1>O1CCCC1.O>[C:10]([N:5]1[CH:6]=[CH:7][C:3]([CH:1]=[O:2])=[CH:4]1)(=[O:17])[C:11]1[CH:16]=[CH:15][CH:14]=[CH:13][CH:12]=1 |f:1.2|. Procedure: 500 mg of 3-formyl-pyrrole were dissolved in 10 ml of tetrahydrofuran and then, at +20° C., 227 mg of sodium hydride dispersed at 55% in vaseline oil were added all at once. Gas evolved and after stirring for 15 minutes, a solution of 0.58 ml of benzoyl chloride in 2 ml of tetrahydrofuran was introduced dropwise at +5° C. The mixture was stirred for 2 hours at 20° C. and diluted with water. Extracting with ether, concentrating to dryness by distillation under reduced pressure and chromatographin...